Dataset: the Open Reaction Database (ORD), a public repository of structured organic reaction records. Task: describe an organic reaction: reactants, conditions, products, and yield The reactants are [BH4-].[Na+] (Sodium borohydride), S1C(=CC2=C1S(CC=C2)(=O)=O)S(=O)(=O)N (6H-thieno[2,3-b]thiopyran-2-sulfonamide-7,7-dioxide), O.Cl(=O)(=O)[O-].[Ba+2].Cl(=O)(=O)[O-] (barium chlorate monohydrate). Reagents/catalysts: [Os](=O)(=O)(=O)=O (Osmium tetroxide). Run in O1CCCC1 (tetrahydrofuran), O (water). Reaction conditions: temperature 45 celsius, time 22 hour. The product is OC1C2=C(S(CC1O)(=O)=O)SC(=C2)S(=O)(=O)N (5,6-Dihydro-4,5-dihydroxy-4H-thieno[2,3-b]thiopyran-2-sulfonamide-7,7-dioxide). Yield: 62.4%. Reaction SMILES: [S:1]1[C:5]2[S:6](=[O:11])(=[O:10])[CH2:7][CH:8]=[CH:9][C:4]=2[CH:3]=[C:2]1[S:12]([NH2:15])(=[O:14])=[O:13].[OH2:16].Cl([O-])(=O)=[O:18].[Ba+2].Cl([O-])(=O)=O.[BH4-].[Na+]>O1CCCC1.O.[Os](=O)(=O)(=O)=O>[OH:16][CH:9]1[CH:8]([OH:18])[CH2:7][S:6](=[O:10])(=[O:11])[C:5]2[S:1][C:2]([S:12]([NH2:15])(=[O:13])=[O:14])=[CH:3][C:4]1=2 |f:1.2.3.4,5.6|. Procedure: A solution of 6H-thieno[2,3-b]thiopyran-2-sulfonamide-7,7-dioxide (1.15 g, 0.0043 m) in tetrahydrofuran (20 ml) was added to a stirred solution of barium chlorate monohydrate (2.23 g, 0.0069 m) in water (20 ml) under a nitrogen atmosphere. Osmium tetroxide (0.66 g, 0.0026 m) was added and the mixture was stirred at 45° C. for 22 hours. Sodium borohydride (0.16 g, 0.0043 m) was added portionwise and the mixture was stirred at ambient temperature for one hour. After filtering through "Super-Cel", ... The reactants are CCOC(=O)CC(SSC(CC(=O)OCC)C(=O)OCC)C(=O)OCC, CCOC(=O)CC(SP(=S)(OC)OC)C(=O)OCC. Product: CCOC(=O)C=CC(=O)OCC. Reaction SMILES: [C:20]([O:21][CH2:22][CH3:23])(=[O:24])[CH:25]([S:26][S:27][CH:28]([CH2:29][C:30]([O:31][CH2:32][CH3:33])=[O:34])[C:35]([O:36][CH2:37][CH3:38])=[O:39])[CH2:40][C:41]([O:42][CH2:43][CH3:44])=[O:45].[CH3:1][CH2:2][O:3][C:4](=[O:5])[CH2:6][CH:7]([S:8][P:9]([O:10][CH3:11])([O:12][CH3:13])=[S:14])[C:15](=[O:16])[O:17][CH2:18][CH3:19]>>[CH3:1][CH2:2][O:3][C:4](=[O:5])[CH:6]=[CH:7][C:15](=[O:16])[O:17][CH2:18][CH3:19]. The reactants are ClC=1N=C(C2=C(N1)C=C(S2)CN)N2CCOCC2 ((2-Chloro-4-morpholinothieno[3,2-d]pyrimidin-6-yl)methanamine), C(C)(C)S(=O)(=O)Cl (isopropylsulfonyl chloride), CC1(OB(OC1(C)C)C1=C2C=NNC2=CC=C1)C (4-(4,4,5,5-tetramethyl-[1,3,2]dioxaborolan-2-yl)-1H-indazole). Product: N1N=CC2=C(C=CC=C12)C=1N=C(C2=C(N1)C=C(S2)CNS(=O)(=O)C)N2CCOCC2 ((2-(1H-indazol-4-yl)-4-morpholinothieno[3,2-d]pyrimidin-6-yl)-N-methylsulfonylmethanamine). The yield is 17.0%. RXN SMILES: Cl[C:2]1[N:3]=[C:4]([N:13]2[CH2:18][CH2:17][O:16][CH2:15][CH2:14]2)[C:5]2[S:10][C:9]([CH2:11][NH2:12])=[CH:8][C:6]=2[N:7]=1.[CH:19]([S:22](Cl)(=[O:24])=[O:23])(C)C.CC1(C)C(C)(C)OB([C:34]2[CH:42]=[CH:41][CH:40]=[C:39]3[C:35]=2[CH:36]=[N:37][NH:38]3)O1>>[NH:38]1[C:39]2[C:35](=[C:34]([C:2]3[N:3]=[C:4]([N:13]4[CH2:18][CH2:17][O:16][CH2:15][CH2:14]4)[C:5]4[S:10][C:9]([CH2:11][NH:12][S:22]([CH3:19])(=[O:24])=[O:23])=[CH:8][C:6]=4[N:7]=3)[CH:42]=[CH:41][CH:40]=2)[CH:36]=[N:37]1. Procedure: (2-Chloro-4-morpholinothieno[3,2-d]pyrimidin-6-yl)methanamine 27 from Example 11 (53.2 mg, 0.19 mM) was reacted with isopropylsulfonyl chloride (2.2 eq) followed by Suzuki coupling of 4-(4,4,5,5-tetramethyl-1,3,2-dioxaborolan-2-yl)1H-indazole 7 as per General Procedure K. Complete reaction was confirmed by LCMS and the reaction was concentrated in vacuo to give 2.8 mg of 379 after RP-HPLC purification (17% yield). MS (Q1) 473.2 (M)+ Starting materials: N[C@H]1[C@@H](CN(CC1)CCN1C(C=CC2=C(C=C(C=C12)F)F)=O)C(=O)OC (Methyl (3R,4R)-4-amino-1-[2-(5,7-difluoro-2-oxoquinolin-1(2H)-yl)ethyl]piperidine-3-carboxylate), N[C@H]1[C@@H](CN(CC1)CCN1C(C=CC2=C(C=C(C=C12)F)F)=O)C(=O)OC (Methyl (3R,4R)-4-amino-1-[2-(5,7-difluoro-2-oxoquinolin-1(2H)-yl)ethyl]piperidine-3-carboxylate), O1CCOC=2C=NC(=CC21)C=O (2,3-dihydro[1,4]dioxino[2,3-c]pyridine-7-carbaldehyde), C(C)(=O)O[BH-](OC(C)=O)OC(C)=O.[Na+] (sodium triacetoxy borohydride). Product: FC1=C2C=CC(N(C2=CC(=C1)F)CCN1C[C@H]([C@@H](CC1)NCC1=CC2=C(C=N1)OCCO2)C(=O)OC)=O (Methyl (3R,4R)-1-[2-(5,7-difluoro-2-oxoquinolin-1(2H)-yl)ethyl]-4-[(2,3-dihydro[1,4]dioxino[2,3-c]pyridin-7-ylmethyl)amino]piperidine-3-carboxylate). The yield is 79.2%. RXN SMILES: [NH2:1][C@@H:2]1[CH2:7][CH2:6][N:5]([CH2:8][CH2:9][N:10]2[C:19]3[C:14](=[C:15]([F:21])[CH:16]=[C:17]([F:20])[CH:18]=3)[CH:13]=[CH:12][C:11]2=[O:22])[CH2:4][C@H:3]1[C:23]([O:25][CH3:26])=[O:24].[O:27]1[C:36]2[CH:35]=[C:34]([CH:37]=O)[N:33]=[CH:32][C:31]=2[O:30][CH2:29][CH2:28]1.C(O[BH-](OC(=O)C)OC(=O)C)(=O)C.[Na+]>>[F:21][C:15]1[CH:16]=[C:17]([F:20])[CH:18]=[C:19]2[C:14]=1[CH:13]=[CH:12][C:11](=[O:22])[N:10]2[CH2:9][CH2:8][N:5]1[CH2:6][CH2:7][C@@H:2]([NH:1][CH2:37][C:34]2[N:33]=[CH:32][C:31]3[O:30][CH2:29][CH2:28][O:27][C:36]=3[CH:35]=2)[C@H:3]([C:23]([O:25][CH3:26])=[O:24])[CH2:4]1 |f:2.3|. Reported procedure: Methyl (3R,4R)-4-amino-1-[2-(5,7-difluoro-2-oxoquinolin-1(2H)-yl)ethyl]piperidine-3-carboxylate (Intermediate 38) (195 mg, 0.53 mmol), 2,3-dihydro[1,4]dioxino[2,3-c]pyridine-7-carbaldehyde (WO 2004/058144) (88 mg, 0.53 mmol) and sodium triacetoxy borohydride (339 mg, 1.6 mmol) were reacted as described for Example 14 to give 216 mg (79%) of product as a colorless hard foam. Starting materials: C(C)OC(=O)C=1C=NN(C1)C1CCN(CC1)C(=O)OC(C)(C)C (tert-Butyl 4-(4-(ethoxycarbonyl)-1H-pyrazol-1-yl)piperidine-1-carboxylate), Example 13-2, [OH-].[K+] (potassium hydroxide). The solvent is CO (methanol), O (water). Reaction conditions: time 27 hour. Product: C(C)(C)(C)OC(=O)N1CCC(CC1)N1N=CC(=C1)C(=O)O (1-(1-(tert-Butoxycarbonyl)piperidin-4-yl)-1H-pyrazole-4-carboxylic acid). Isolated yield 82.0%. Reaction SMILES: C([O:3][C:4]([C:6]1[CH:7]=[N:8][N:9]([CH:11]2[CH2:16][CH2:15][N:14]([C:17]([O:19][C:20]([CH3:23])([CH3:22])[CH3:21])=[O:18])[CH2:13][CH2:12]2)[CH:10]=1)=[O:5])C.[OH-].[K+]>CO.O>[C:20]([O:19][C:17]([N:14]1[CH2:15][CH2:16][CH:11]([N:9]2[CH:10]=[C:6]([C:4]([OH:5])=[O:3])[CH:7]=[N:8]2)[CH2:12][CH2:13]1)=[O:18])([CH3:23])([CH3:21])[CH3:22] |f:1.2|. Procedure details: tert-Butyl 4-(4-(ethoxycarbonyl)-1H-pyrazol-1-yl)piperidine-1-carboxylate described in Production Example 13-2 (2.11 g, 6.53 mmol) was dissolved in methanol (60 mL), then potassium hydroxide (1.46 g, 26.1 mmol) dissolved in water (16 mL) was added, and then the mixture was stirred for 27 hours. The reaction mixture was concentrated under vacuum and diethyl ether was added for partition. Ethyl acetate was added to the aqueous layer for dilution, then a 5% aqueous potassium hydrogensulfate solutio... Reactants: N=1N(N=C2C1C=CC=C2)C[C@@H]2C[C@@H](CC2)N ((3S,1R)-3-(2H-benzo[d][1,2,3]triazol-2-ylmethyl)cyclopentylamine), C(=O)(C(F)(F)F)O (TFA). The product is FC(C(=O)O)(F)F.N=1N(N=C2C1C=CC=C2)C[C@@H]2C[C@@H](CC2)N ((3S,1R)-3-(2H-Benzo[d][1,2,3]triazol-2-ylmethyl)cyclopentylamine trifluoroacetate). RXN SMILES: [N:1]1[N:2]([CH2:10][C@H:11]2[CH2:15][CH2:14][C@@H:13]([NH2:16])[CH2:12]2)[N:3]=[C:4]2[CH:9]=[CH:8][CH:7]=[CH:6][C:5]=12.[C:17]([OH:23])([C:19]([F:22])([F:21])[F:20])=[O:18]>>[F:20][C:19]([F:22])([F:21])[C:17]([OH:23])=[O:18].[N:1]1[N:2]([CH2:10][C@H:11]2[CH2:15][CH2:14][C@@H:13]([NH2:16])[CH2:12]2)[N:3]=[C:4]2[CH:9]=[CH:8][CH:7]=[CH:6][C:5]=12 |f:2.3|. Reported procedure: Deprotection of N1-BOC-[(3S,1R)-3-(2H-benzo[d][1,2,3]triazol-2-ylmethyl)cyclopentylamine (420 mg, 1.33 mmol), the more polar isomer obtained from Example 70, Step 1 using TFA (2 ml) in dry dichloromethane (2 ml) as described in Example 1, Step 2 gave 438 mg (100%) of the amine as its TFA salt, which was used as such for the next step. The reactants are CC(C)(C)[Si](Oc1ccc(OCC(O)CNCCc2ccc(NC3CCN(C(=O)c4cc5cc(Br)ccc5[nH]4)CC3)cc2)cc1)(c1ccccc1)c1ccccc1, CO, ClC(Cl)Cl. Yields the product O=C(c1cc2cc(Br)ccc2[nH]1)N1CCC(Nc2ccc(CCNCC(O)COc3ccc(O)cc3)cc2)CC1. Reaction SMILES: [Br:1][c:2]1[cH:3][c:4]2[cH:5][c:6]([C:11](=[O:12])[N:13]3[CH2:14][CH2:15][CH:16]([NH:19][c:20]4[cH:21][cH:22][c:23]([CH2:26][CH2:27][NH:28][CH2:29][CH:30]([CH2:31][O:32][c:33]5[cH:34][cH:35][c:36]([O:39][Si:40]([C:41]([CH3:42])([CH3:43])[CH3:44])([c:45]6[cH:46][cH:47][cH:48][cH:49][cH:50]6)[c:51]6[cH:52][cH:53][cH:54][cH:55][cH:56]6)[cH:37][cH:38]5)[OH:57])[cH:24][cH:25]4)[CH2:17][CH2:18]3)[nH:7][c:8]2[cH:9][cH:10]1.[CH3:58][OH:59].[CH:60]([Cl:61])([Cl:62])[Cl:63]>>[Br:1][c:2]1[cH:3][c:4]2[cH:5][c:6]([C:11](=[O:12])[N:13]3[CH2:14][CH2:15][CH:16]([NH:19][c:20]4[cH:21][cH:22][c:23]([CH2:26][CH2:27][NH:28][CH2:29][CH:30]([CH2:31][O:32][c:33]5[cH:34][cH:35][c:36]([OH:39])[cH:37][cH:38]5)[OH:57])[cH:24][cH:25]4)[CH2:17][CH2:18]3)[nH:7][c:8]2[cH:9][cH:10]1. Reaction SMILES: [BH4-:32].[C:1]([CH3:2])([CH3:3])([CH3:4])[O:5][C:6](=[O:7])[NH:8][CH:9]([C:10](=[O:11])[OH:12])[CH2:13][CH2:14][C:15](=[O:16])[O:17][CH3:18].[CH2:34]1[O:35][CH2:36][CH2:37][CH2:38]1.[CH3:19][N:20]1[CH2:21][CH2:22][O:23][CH2:24][CH2:25]1.[Cl:26][C:27]([O:28][CH2:29][CH3:30])=[O:31].[Na+:33]>>[C:1]([CH3:2])([CH3:3])([CH3:4])[O:5][C:6](=[O:7])[NH:8][CH:9]([CH2:10][OH:11])[CH2:13][CH2:14][C:15](=[O:16])[O:17][CH3:18]. Starting materials: [BH4-], COC(=O)CCC(NC(=O)OC(C)(C)C)C(=O)O, C1CCOC1, CN1CCOCC1, CCOC(=O)Cl, [Na+]. Yields the product COC(=O)CCC(CO)NC(=O)OC(C)(C)C.